From a dataset of the Open Reaction Database (ORD), a public repository of structured organic reaction records. describe an organic reaction: reactants, conditions, products, and yield Starting materials: F[B-](F)(F)F.N1(N=NC2=C1C=CC=C2)OC(=[N+](C)C)N(C)C (O-(benzotriazol-1-yl)-N,N,N′,N′-tetramethyluronium tetrafluoroborate), CN1C(=NC(=C1)NC(=O)NC1=CC=C(C=C1)OC(F)(F)F)C(=O)O (1-Methyl-4-[({[4-(trifluoromethoxy)phenyl]amino}carbonyl)amino]-1H-imidazole-2-carboxylic acid), N1=C(C=CC=C1)N1CCNCC1 (1-(pyridin-2-yl)-piperazine). The reagents and catalysts are CN(C1=CC=NC=C1)C (4-dimethylaminopyridine). The solvent is CN(C)C=O (DMF). Conditions: time 4 hour. Yields the product CN1C(=NC(=C1)NC(=O)NC1=CC=C(C=C1)OC(F)(F)F)C(=O)N1CCN(CC1)C1=NC=CC=C1 (N-{1-Methyl-2-[(4-pyridin-2-yl-piperazin-1-yl)carbonyl]-1H-imidazol-4-yl}-N′-[4-(trifluoromethoxy)phenyl]urea). Reaction SMILES: [CH3:1][N:2]1[CH:6]=[C:5]([NH:7][C:8]([NH:10][C:11]2[CH:16]=[CH:15][C:14]([O:17][C:18]([F:21])([F:20])[F:19])=[CH:13][CH:12]=2)=[O:9])[N:4]=[C:3]1[C:22](O)=[O:23].F[B-](F)(F)F.N1(OC(N(C)C)=[N+](C)C)C2C=CC=CC=2N=N1.[N:47]1[CH:52]=[CH:51][CH:50]=[CH:49][C:48]=1[N:53]1[CH2:58][CH2:57][NH:56][CH2:55][CH2:54]1>CN(C=O)C.CN(C)C1C=CN=CC=1>[CH3:1][N:2]1[CH:6]=[C:5]([NH:7][C:8]([NH:10][C:11]2[CH:16]=[CH:15][C:14]([O:17][C:18]([F:20])([F:19])[F:21])=[CH:13][CH:12]=2)=[O:9])[N:4]=[C:3]1[C:22]([N:56]1[CH2:57][CH2:58][N:53]([C:48]2[CH:49]=[CH:50][CH:51]=[CH:52][N:47]=2)[CH2:54][CH2:55]1)=[O:23] |f:1.2|. Reported procedure: 1.50 g (4.36 mmol) of the compound of Example 4A is dissolved in 30 ml of DMF and mixed with 1.82 g (5.66 mmol) of O-(benzotriazol-1-yl)-N,N,N′,N′-tetramethyluronium tetrafluoroborate (TBTU) and 266 mg (2.18 mmol) of 4-dimethylaminopyridine. After adding 925 mg (5.66 mmol) of 1-(pyridin-2-yl)-piperazine, it is allowed to stir for 4 hours at room temperature. The reaction mixture is purified by RP-HPLC. Reactants: BrC1=NC2=C(N1[C@H]1[C@H](OC(C)=O)[C@H](OC(C)=O)[C@H](O1)C)C=C(C(=C2)Cl)Cl (2-Bromo-5,6-dichloro-1-(2,3-di-O-acetyl-5-deoxy-beta-D-ribofuranosyl)-1H-benzimidazole), CCCCCC (hexane), trimethylacetylene, cuprous iodide. The reagents and catalysts are Cl[Pd]([P](C1=CC=CC=C1)(C2=CC=CC=C2)C3=CC=CC=C3)([P](C4=CC=CC=C4)(C5=CC=CC=C5)C6=CC=CC=C6)Cl (bis(triphenylphosphine)palladium(II) chloride). Run in C(C)N(CC)CC (triethylamine), C(C)N(CC)CC (triethylamine). Run at temperature 25 celsius, time 1 hour. Yields the product ClC1=CC2=C(N(C(=N2)C#C)[C@H]2[C@H](OC(C)=O)[C@H](OC(C)=O)[C@H](O2)C)C=C1Cl (5,6-Dichloro-2-ethynyl-1-(2,3-di-O-acetyl-5-deoxy-beta-D-ribofuranosyl)-1H-benzimidazole). Isolated yield 31.0%. Reaction SMILES: Br[C:2]1[N:6]([C@@H:7]2[O:19][C@H:18]([CH3:20])[C@@H:13]([O:14][C:15](=[O:17])[CH3:16])[C@H:8]2[O:9][C:10](=[O:12])[CH3:11])[C:5]2[CH:21]=[C:22]([Cl:26])[C:23]([Cl:25])=[CH:24][C:4]=2[N:3]=1.[CH3:27][CH2:28]CCCC>Cl[Pd](Cl)([P](C1C=CC=CC=1)(C1C=CC=CC=1)C1C=CC=CC=1)[P](C1C=CC=CC=1)(C1C=CC=CC=1)C1C=CC=CC=1.C(N(CC)CC)C>[Cl:25][C:23]1[C:22]([Cl:26])=[CH:21][C:5]2[N:6]([C@@H:7]3[O:19][C@H:18]([CH3:20])[C@@H:13]([O:14][C:15](=[O:17])[CH3:16])[C@H:8]3[O:9][C:10](=[O:12])[CH3:11])[C:2]([C:27]#[CH:28])=[N:3][C:4]=2[CH:24]=1 |^1:35,54|. Procedure details: 2-Bromo-5,6-dichloro-1-(2,3-di-O-acetyl-5-deoxy-beta-D-ribofuranosyl)-1H-benzimidazole (0.43 g, 0.92 mmol), trimethylacetylene (Aldrich, 0.43 ml, 3.0 mmol), bis(triphenylphosphine)palladium(II) chloride (Aldrich, 0.015 g, 0.02 mmol), cuprous iodide (0.01 g, 0.05 mmol) and triethylamine (distilled from CaH, 30 mL) were combined and flushed with argon for 30 min. The solution was stirred at 25° C. for 1 h then warmed to 80° C. After 3 h the reaction mixture was concentrated and taken up in dichlor... Reactants: COC(=O)C(C)(C)Cc1cc(C)c(C2OCCO2)c(C)c1, CC(C)=O, O. The product is COC(=O)C(C)(C)Cc1cc(C)c(C=O)c(C)c1. As a reaction SMILES: [CH3:1][O:2][C:3]([C:4]([CH2:5][c:6]1[cH:7][c:8]([CH3:18])[c:9]([CH:13]2[O:14][CH2:17][CH2:16][O:15]2)[c:10]([CH3:12])[cH:11]1)([CH3:19])[CH3:20])=[O:21].[CH3:22][C:23](=[O:24])[CH3:25].[OH2:26]>>[CH3:1][O:2][C:3]([C:4]([CH2:5][c:6]1[cH:7][c:8]([CH3:18])[c:9]([CH:13]=[O:14])[c:10]([CH3:12])[cH:11]1)([CH3:19])[CH3:20])=[O:21]. Starting materials: CCO, [Na+], [OH-], O=S(=O)(O)O, CC(c1ccccc1)N1CCC(CC#N)C1. The product is CCOC(=O)CC1CCN(C(C)c2ccccc2)C1. Reaction SMILES: [CH3:24][CH2:25][OH:26].[Na+:23].[OH-:22].[S:1](=[O:2])(=[O:3])([OH:4])[OH:5].[c:6]1([CH:12]([CH3:13])[N:14]2[CH2:15][CH:16]([CH2:19][C:20]#[N:21])[CH2:17][CH2:18]2)[cH:7][cH:8][cH:9][cH:10][cH:11]1>>[c:6]1([CH:12]([CH3:13])[N:14]2[CH2:15][CH:16]([CH2:19][C:20](=[O:22])[O:26][CH2:25][CH3:24])[CH2:17][CH2:18]2)[cH:7][cH:8][cH:9][cH:10][cH:11]1. Reactants: CCCCO, CCN(C(C)C)C(C)C, CN(C)c1cc(Nc2nc(Cl)ncc2Cl)n[nH]1, Cl, CC(N)c1ncc(F)cn1. Yields the product CC(Nc1ncc(Cl)c(Nc2cc(N(C)C)[nH]n2)n1)c1ncc(F)cn1. RXN SMILES: [CH2:38]([OH:39])[CH2:40][CH2:41][CH3:42].[CH:29]([N:30]([CH2:31][CH3:32])[CH:33]([CH3:34])[CH3:35])([CH3:36])[CH3:37].[Cl:1][c:2]1[n:3][cH:4][c:5]([Cl:17])[c:6]([NH:8][c:9]2[n:10][nH:11][c:12]([N:14]([CH3:15])[CH3:16])[cH:13]2)[n:7]1.[ClH:18].[F:19][c:20]1[cH:21][n:22][c:23]([CH:26]([CH3:27])[NH2:28])[n:24][cH:25]1>>[c:2]1([NH:28][CH:26]([c:23]2[n:22][cH:21][c:20]([F:19])[cH:25][n:24]2)[CH3:27])[n:3][cH:4][c:5]([Cl:17])[c:6]([NH:8][c:9]2[n:10][nH:11][c:12]([N:14]([CH3:15])[CH3:16])[cH:13]2)[n:7]1. The reactants are [BH4-], CCO, CN(C)c1ccncc1C=O, Cl, [Na+]. Product: CN(C)c1ccncc1CO. RXN SMILES: [BH4-:12].[CH3:15][CH2:16][OH:17].[CH3:1][N:2]([c:3]1[c:4]([CH:9]=[O:10])[cH:5][n:6][cH:7][cH:8]1)[CH3:11].[ClH:14].[Na+:13]>>[CH3:1][N:2]([c:3]1[c:4]([CH2:9][OH:10])[cH:5][n:6][cH:7][cH:8]1)[CH3:11].